From a dataset of the Open Reaction Database (ORD), a public repository of structured organic reaction records. describe an organic reaction: reactants, conditions, products, and yield The reactants are solution, C(C)(C)(C)[Li] (tert-butyllithium), CCCCC (pentane), C(=O)=O (dry ice), BrC1=CC=C2CCOCC2=C1 (7-bromoisochroman), [K+].[Br-] (KBr). The solvent is C1CCOC1 (THF). Run at temperature -78 celsius, time 1 hour. Yields the product C(=O)(O)C1=CC=C2CCOCC2=C1 (7-Carboxyisochroman). RXN SMILES: Br[C:2]1[CH:11]=[C:10]2[C:5]([CH2:6][CH2:7][O:8][CH2:9]2)=[CH:4][CH:3]=1.C([Li])(C)(C)C.CCCCC.[C:22](=[O:24])=[O:23].[K+].[Br-]>C1COCC1>[C:22]([C:2]1[CH:11]=[C:10]2[C:5]([CH2:6][CH2:7][O:8][CH2:9]2)=[CH:4][CH:3]=1)([OH:24])=[O:23] |f:4.5|. Reported procedure: A solution of 7-bromoisochroman (7 g; 32.86 mmol) in THF (100 ml) was cooled to -78° C. and treated with 40.6 ml of a 1.7M solution of tert-butyllithium in pentane (69 mmol; 2.1 eq). Powdered dry ice (excess) was added to the red anion solution within 45 seconds. The reaction mixture was stirred for 30 minutes at -78° C. and 1 hour at room temperature. The reaction was quenched with 60 ml of 1N HCl and extracted with 3×70 ml of ether. The ether layers were combined and washed with brine until th... Reactants: CC(C(=O)O)(C1=CC=2CC3=CC=CC=C3C2C=C1)O (α-methyl-α-hydroxyfluorene-2-acetic acid), S(O)(O)(=O)=O (sulfuric acid), ice water. The solvent is O1CCOCC1 (dioxane). Product: C=C(C(=O)O)C1=CC=2CC3=CC=CC=C3C2C=C1 (α-methylenefluorene-2-acetic acid). The yield is 98.2%. As a reaction SMILES: [CH3:1][C:2](O)([C:6]1[CH:18]=[CH:17][C:16]2[C:15]3[C:10](=[CH:11][CH:12]=[CH:13][CH:14]=3)[CH2:9][C:8]=2[CH:7]=1)[C:3]([OH:5])=[O:4].S(=O)(=O)(O)O>O1CCOCC1>[CH2:1]=[C:2]([C:6]1[CH:18]=[CH:17][C:16]2[C:15]3[C:10](=[CH:11][CH:12]=[CH:13][CH:14]=3)[CH2:9][C:8]=2[CH:7]=1)[C:3]([OH:5])=[O:4]. Procedure: A solution of α-methyl-α-hydroxyfluorene-2-acetic acid (5.7 g) and sulfuric acid (11.4 ml) in dioxane (300 ml) is refluxed for 2 hours. The reaction mixture is poured into ice water and extracted with ether. The ether extracts are washed with water, dried (MgSO4), and evaporated to give the title compound (5.2 g, mp 183°-185°). The analytical sample is prepared by recrystallization from 95% ethanol, mp 190°-191°, λKBr 880 cm-1. Reactants: FC1=C(C=CC=C1)NC(NC1=CC=C(C=C1)C1=CC=C2CN(C(C2=C1)=O)[C@H](C(=O)OC)C(C)C)=S ((S)-Methyl 2-(6-(4-(3-(2-fluorophenyl)thioureido)phenyl)-1-oxoisoindolin-2-yl)-3-methylbutanoate), NC1=CC=C(C=C1)C1=CC=C2CN(C(C2=C1)=O)[C@H](C(=O)OC)C(C)C ((S)-Methyl 2-(6-(4-aminophenyl)-1-oxoisoindolin-2-yl)-3-methylbutanoate), CC1=CC=C(C=C1)N=C=S (4-methyl phenyl isothiocyanate), compound, compound. Yields the product CC([C@@H](C(=O)OC)N1C(C2=CC(=CC=C2C1)C1=CC=C(C=C1)NC(=S)NC1=CC=C(C=C1)C)=O)C ((S)-Methyl 3-methyl-2-(1-oxo-6-(4-(3-p-tolylthioureido)phenyl)isoindolin-2-yl)butanoate). Reaction SMILES: F[C:2]1[CH:7]=[CH:6][CH:5]=[CH:4][C:3]=1[NH:8][C:9](=[S:35])[NH:10][C:11]1[CH:16]=[CH:15][C:14]([C:17]2[CH:25]=[C:24]3[C:20]([CH2:21][N:22]([C@@H:27]([CH:32]([CH3:34])[CH3:33])[C:28]([O:30][CH3:31])=[O:29])[C:23]3=[O:26])=[CH:19][CH:18]=2)=[CH:13][CH:12]=1.N[C:37]1C=CC(C2C=C3C(CN([C@@H](C(C)C)C(OC)=O)C3=O)=CC=2)=CC=1.CC1C=CC(N=C=S)=CC=1>>[CH3:33][CH:32]([CH3:34])[C@H:27]([N:22]1[CH2:21][C:20]2[C:24](=[CH:25][C:17]([C:14]3[CH:15]=[CH:16][C:11]([NH:10][C:9]([NH:8][C:3]4[CH:4]=[CH:5][C:6]([CH3:37])=[CH:7][CH:2]=4)=[S:35])=[CH:12][CH:13]=3)=[CH:18][CH:19]=2)[C:23]1=[O:26])[C:28]([O:30][CH3:31])=[O:29]. Procedure details: The compound of example 53 was prepared analogous to compound of example 51 by reaction of compound of example 6 with 4-methyl phenyl isothiocyanate. The compound of example 53 was used directly without isolation for the preparation of compound of example 54. Starting materials: [N+](=O)([O-])C1=CC=C2CCCC(C2=C1)=CC#N (2-[7-Nitro-3,4-dihydro-1(2H)-naphthalenylidene]acetonitrile), C(C)(=O)OC(C)=O (acetic anhydride), C(C)(=O)[O-].[Na+] (sodium acetate). The reagents and catalysts are [Ni] (Raney nickel). Run at time 6 hour. The product is C(C)(=O)NCCC1CCCC=2C=CC(=CC12)NC(C)=O (N-{8-[2-(Acetylamino)ethyl]-5,6,7,8-tetrahydro-2-naphthyl}acetamide). Reaction SMILES: [N+:1]([C:4]1[CH:13]=[C:12]2[C:7]([CH2:8][CH2:9][CH2:10][C:11]2=[CH:14][C:15]#[N:16])=[CH:6][CH:5]=1)([O-])=O.[C:17]([O-:20])(=O)[CH3:18].[Na+].[C:22](OC(=O)C)(=[O:24])[CH3:23]>[Ni]>[C:22]([NH:16][CH2:15][CH2:14][CH:11]1[C:12]2[CH:13]=[C:4]([NH:1][C:17](=[O:20])[CH3:18])[CH:5]=[CH:6][C:7]=2[CH2:8][CH2:9][CH2:10]1)(=[O:24])[CH3:23] |f:1.2|. Reported procedure: 9 mmol of the compound obtained in Step B are dissolved in acetic anhydride (100 ml) and then a small spatula of sodium acetate is added. The mixture is introduced into an autoclave, Raney nickel is added and autoclaving under a pressure of 40 bars is carried out for 6 hours, with stirring at 50–60° C. The mixture is filtered and is rinsed with alcohol at 95° C.; the solvent is then evaporated off. Hydrolysis is carried out using 100 ml of distilled water and extraction with 3 volumes of dichlor...